From a dataset of the Open Reaction Database (ORD), a public repository of structured organic reaction records. describe an organic reaction: reactants, conditions, products, and yield Starting materials: C1CCOC1, CCOC(C)=O, O=C1C=C(Cl)C(=O)C(Cl)=C1, Cl. Yields the product CCOC(=O)CC1(O)C=C(Cl)C(=O)C(Cl)=C1. As a reaction SMILES: [CH2:18]1[O:19][CH2:20][CH2:21][CH2:22]1.[CH3:12][CH2:13][O:14][C:15]([CH3:16])=[O:17].[Cl:1][C:2]1=[CH:7][C:6](=[O:8])[CH:5]=[C:4]([Cl:9])[C:3]1=[O:10].[ClH:11]>>[Cl:1][C:2]1=[CH:7][C:6]([OH:8])([CH2:16][C:15]([O:14][CH2:13][CH3:12])=[O:17])[CH:5]=[C:4]([Cl:9])[C:3]1=[O:10]. The reactants are 4-(2-acetamidopropyl)-acetophenone, N1CCOCC1 (morpholine), [S] (sulfur), C(CCC)OC1=C(C(=O)NC(CC2=CC=C(C=C2)CC(=O)OCC)C)C=CC=C1 (ethyl 4-[2-(2-butoxybenzamido)-propyl]-phenylacetate), Cl (hydrochloric acid). The product is NC(CC1=CC=C(C=C1)CC(=O)O)C (4-(2-aminopropyl)-phenylacetic acid). Reaction SMILES: C(OC1C=CC=CC=1C([NH:10][CH:11]([CH3:25])[CH2:12][C:13]1[CH:18]=[CH:17][C:16]([CH2:19][C:20]([O:22]CC)=[O:21])=[CH:15][CH:14]=1)=O)CCC.N1CCOCC1.[S].Cl>>[NH2:10][CH:11]([CH3:25])[CH2:12][C:13]1[CH:18]=[CH:17][C:16]([CH2:19][C:20]([OH:22])=[O:21])=[CH:15][CH:14]=1 |^3:35|. Procedure details: The preparation of the ethyl 4-(2-aminopropyl)phenylacetate used as starting material is carried out in the following manner: 4-(2-acetamidopropyl)-acetophenone (m.p. 99°-100° C.) is reacted with morpholine and sulfur to give the thiomorpholide of 4-(2-acetamidopropyl)-phenyl-acid acid (m.p. 147° C.). By boiling with 6 N hydrochloric acid, there is obtained 4-(2-aminopropyl)-phenylacetic acid (oily), which is esterified with hydrogen chloride and ethanol. By treating the initially formed hydroch... Reactants: NC1=C(C(=C2C(=N1)OC1=CC(=CC=C1C2)O)N)C#N (2,4-diamino-8-hydroxy-5H-chromeno[2,3-b]pyridine-3-carbonitrile), BrCCOCC (2-bromoethyl-ethylether), BrCCO (2-bromoethanol). Yields the product NC1=C(C(=C2C(=N1)OC1=CC(=CC=C1C2)OCCO)N)C#N (2,4-diamino-8-(2-hydroxyethoxy)-5H-chromeno[2,3-b]pyridine-3-carbonitrile), solid. Yield: 35.0%. As a reaction SMILES: [NH2:1][C:2]1[N:7]=[C:6]2[O:8][C:9]3[C:14]([CH2:15][C:5]2=[C:4]([NH2:17])[C:3]=1[C:18]#[N:19])=[CH:13][CH:12]=[C:11]([OH:16])[CH:10]=3.Br[CH2:21][CH2:22][OH:23].BrCCOCC>>[NH2:1][C:2]1[N:7]=[C:6]2[O:8][C:9]3[C:14]([CH2:15][C:5]2=[C:4]([NH2:17])[C:3]=1[C:18]#[N:19])=[CH:13][CH:12]=[C:11]([O:16][CH2:21][CH2:22][OH:23])[CH:10]=3. Procedure: 2,4-diamino-8-(2-hydroxyethoxy)-5H-chromeno[2,3-b]pyridine-3-carbonitrile was prepared from 2,4-diamino-8-hydroxy-5H-chromeno[2,3-b]pyridine-3-carbonitrile in the same manner as described in Example 10 using 2-bromoethanol in lieu of 2-bromoethyl-ethylether. The product was isolated as a tan solid (120 mg, 35% yield). 1H NMR (400 MHz, DMSO) δ 7.025 (d, 1H), 6.670 (d, 1H), 6.550 (d, 1H), 3.931 (t, 2H), 3.662 (t, 2H), 3.546 (s, 2H); m/z 413 (M+H).